From a dataset of the Open Reaction Database (ORD), a public repository of structured organic reaction records. describe an organic reaction: reactants, conditions, products, and yield The reactants are CC=1C(=C(N)C=CC1[N+](=O)[O-])[N+](=O)[O-] (3-methyl-2,4-dinitroaniline), O.O.O.O.O.O.O.O.O.[S-2].[Na+].[Na+] (sodium sulfide nonahydrate), ice, ice. Run in C(C)O (ethanol), O (water). Product: NC1=C(C(=CC=C1N)[N+](=O)[O-])C (2,3-diamino-6-nitrotoluene). As a reaction SMILES: [CH3:1][C:2]1[C:3]([N+:12]([O-])=O)=[C:4]([CH:6]=[CH:7][C:8]=1[N+:9]([O-:11])=[O:10])[NH2:5].O.O.O.O.O.O.O.O.O.[S-2].[Na+].[Na+]>C(O)C.O>[NH2:12][C:3]1[C:4]([NH2:5])=[CH:6][CH:7]=[C:8]([N+:9]([O-:11])=[O:10])[C:2]=1[CH3:1] |f:1.2.3.4.5.6.7.8.9.10.11.12|. Procedure details: To a solution of 30 g of 3-methyl-2,4-dinitroaniline in 750 mL of boiling ethanol is added dropwise over 90 minutes a solution of 109.6 g of sodium sulfide nonahydrate in 750 mL of water. At the end of the addition, the mixture is heated to reflux for 30 minutes then poured into ice (2000 g) and allowed to stand until all the ice has melted. The mixture is then extracted with methylene chloride and the organic layer is dried over magnesium sulfate and rotary evaporated. The residue is purified b... Starting materials: CC[O-], CCO, CCOC=O, Cl, [Na+], Cc1cc(C(=O)Nc2cccc(Cc3ccc4c(c3)NC(=O)C4)c2)n(C)n1. Product: Cc1cc(C(=O)Nc2cccc(Cc3ccc4c(c3)NC(=O)C4=CO)c2)n(C)n1. Reaction SMILES: [CH3:34][CH2:35][O-:36].[CH3:38][CH2:39][OH:40].[CH:28](=[O:29])[O:30][CH2:31][CH3:32].[ClH:37].[Na+:33].[O:1]=[C:2]1[NH:3][c:4]2[cH:5][c:6]([CH2:11][c:12]3[cH:13][c:14]([NH:18][C:19](=[O:20])[c:21]4[n:22]([CH3:27])[n:23][c:24]([CH3:26])[cH:25]4)[cH:15][cH:16][cH:17]3)[cH:7][cH:8][c:9]2[CH2:10]1>>[O:1]=[C:2]1[NH:3][c:4]2[cH:5][c:6]([CH2:11][c:12]3[cH:13][c:14]([NH:18][C:19](=[O:20])[c:21]4[n:22]([CH3:27])[n:23][c:24]([CH3:26])[cH:25]4)[cH:15][cH:16][cH:17]3)[cH:7][cH:8][c:9]2[C:10]1=[CH:28][OH:29]. Starting materials: C1(=CC=CC=C1)CC1=CC=CC=C1 (diphenylmethane), O([K])C(C)(C)CC (KOC(CH3)2C2H5), C(CCC)[Li] (butyl lithium). Run in CCCCCC (hexane). Conditions: time 8 hour. The product is C1(=CC=CC=C1)C(C1=CC=CC=C1)[K] (diphenylmethyl potassium). Reaction SMILES: [C:1]1([CH2:7][C:8]2[CH:13]=[CH:12][CH:11]=[CH:10][CH:9]=2)[CH:6]=[CH:5][CH:4]=[CH:3][CH:2]=1.O(C(CC)(C)C)[K:15].C([Li])CCC>CCCCCC>[C:1]1([CH:7]([K:15])[C:8]2[CH:9]=[CH:10][CH:11]=[CH:12][CH:13]=2)[CH:6]=[CH:5][CH:4]=[CH:3][CH:2]=1. Reported procedure: To a solution of 18.3 g (109 mmol) of diphenylmethane in 400 mL of hexane were added 11.99 g (109 mmol) of potassium t-amylate. To the resulting pale yellow solution were added 68.75 mL of 1.60M (110 mmol) butyl lithium. The thick, bright orange slurry was stirred overnight. The solids were collected on a filter, washed three times with 100 mL, then twice with 50 mL of hexane, then dried under reduced pressure. The yield of bright orange powder was 18.23 g, 81.2 percent. The reactants are COC([C@@H](NC(C(CC(C)C)=NO)=O)CC1=CC(=C(C(=C1)OC)OC)OC)=O (N-(2-hydroxyimino-4-methylpentanoyl)-(3,4,5-trimethoxy)phenylalanine methyl ester), [H-].[Na+] (sodium hydride), [Cl-].[NH4+] (ammonium chloride), C(C1=CC=CC=C1)Br (benzyl bromide). Run in CN(C=O)C (dimethylformamide). Conditions: time 1 hour. Product: COC([C@@H](NC(C(CC(C)C)=NOCC1=CC=CC=C1)=O)CC1=CC(=C(C(=C1)OC)OC)OC)=O (N-(2-benzyloxyimino-4-methylpentanoyl)-(3,4,5-trimethoxy)phenylalanine methyl ester). As a reaction SMILES: [CH3:1][O:2][C:3](=[O:28])[C@H:4]([CH2:15][C:16]1[CH:21]=[C:20]([O:22][CH3:23])[C:19]([O:24][CH3:25])=[C:18]([O:26][CH3:27])[CH:17]=1)[NH:5][C:6](=[O:14])[C:7](=[N:12][OH:13])[CH2:8][CH:9]([CH3:11])[CH3:10].[H-].[Na+].[CH2:31](Br)[C:32]1[CH:37]=[CH:36][CH:35]=[CH:34][CH:33]=1.[Cl-].[NH4+]>CN(C)C=O>[CH3:1][O:2][C:3](=[O:28])[C@H:4]([CH2:15][C:16]1[CH:21]=[C:20]([O:22][CH3:23])[C:19]([O:24][CH3:25])=[C:18]([O:26][CH3:27])[CH:17]=1)[NH:5][C:6](=[O:14])[C:7](=[N:12][O:13][CH2:31][C:32]1[CH:37]=[CH:36][CH:35]=[CH:34][CH:33]=1)[CH2:8][CH:9]([CH3:10])[CH3:11] |f:1.2,4.5|. Procedure: To a solution of 7.50 g of N-(2-hydroxyimino-4-methylpentanoyl)-(3,4,5-trimethoxy)phenylalanine methyl ester in dried dimethylformamide (150 ml) was added 0.9 g of sodium hydride (60%), and the mixture was stirred at room temperature for 1 hour. Then 2.75 ml of benzyl bromide was added to the reaction mixture and further stirred at room temperature for 2 hours. The reaction mixture was transferred to an aqueous solution saturated with ammonium chloride under an ice-cooling condition, then was ex...